This data is from the Open Reaction Database (ORD), a public repository of structured organic reaction records. The task is: describe an organic reaction: reactants, conditions, products, and yield The reactants are N1N=NN=C1C(=O)OCC (ethyl tetrazole-5-carboxylate), [H-].[Na+] (sodium hydride), C(C1=CC=CC=C1)Cl (Benzyl chloride). The solvent is S1(=O)(=O)CCCC1 (sulpholane). Conditions: time 20 minute. Product: C(C1=CC=CC=C1)N1N=NN=C1C(=O)OCC (ethyl 1-benzyl-1H-tetrazole-5-carboxylate). The yield is 117.2%. Reaction SMILES: [H-].[Na+].[NH:3]1[C:7]([C:8]([O:10][CH2:11][CH3:12])=[O:9])=[N:6][N:5]=[N:4]1.[CH2:13](Cl)[C:14]1[CH:19]=[CH:18][CH:17]=[CH:16][CH:15]=1>S1(CCCC1)(=O)=O>[CH2:13]([N:3]1[C:7]([C:8]([O:10][CH2:11][CH3:12])=[O:9])=[N:6][N:5]=[N:4]1)[C:14]1[CH:19]=[CH:18][CH:17]=[CH:16][CH:15]=1 |f:0.1|. Procedure: A suspension of sodium hydride (0.13 g) in dry sulpholane (10 ml) was treated with ethyl tetrazole-5-carboxylate (0.71 g), and the mixture stirred for 20 minutes at room temperature. Benzyl chloride (0.7 g) was then added, and the mixture was stirred at 60°-65° C. overnight. The mixture was then poured onto ice (25 g) and the resulting oil was separated off and dissolved in diethyl ether (35 ml). The aqueous layer was extracted with a further quantity of diethyl ether (10 ml) and the combined et...